From a dataset of the Open Reaction Database (ORD), a public repository of structured organic reaction records. describe an organic reaction: reactants, conditions, products, and yield The reactants are CN(C)C=O, [Cl-], ClCCCI, [H-], [Na+], [Na+], O, Cc1ncccc1O. Yields the product Cc1ncccc1OCCCCl. Reaction SMILES: [CH3:18][N:19]([CH3:20])[CH:21]=[O:22].[Cl-:16].[Cl:11][CH2:12][CH2:13][CH2:14][I:15].[H-:9].[Na+:10].[Na+:17].[OH2:23].[OH:1][c:2]1[c:3]([CH3:8])[n:4][cH:5][cH:6][cH:7]1>>[O:1]([c:2]1[c:3]([CH3:8])[n:4][cH:5][cH:6][cH:7]1)[CH2:14][CH2:13][CH2:12][Cl:11]. Reactants: ClC1=CC(=CC2=C1OC1=C(S(C2)(=O)=O)C=C(C=C1C)C(=O)O)S(=O)(=O)Cl (4-Chloro-2-chlorosulfonyl-6-methyl-10,10-dioxo-10,11-dihydro-5-oxa-10lambda*6*-thia-dibenzo[a,d]cycloheptene-8-carboxylic acid), CN1CCNCC1 (1-methyl-piperazine), O (water). Run in C(C)(=O)OCC (ethyl acetate). The product is ClC1=CC(=CC2=C1OC1=C(S(C2)(=O)=O)C=C(C=C1C)C(=O)O)S(=O)(=O)N1CCN(CC1)C (4-Chloro-6-methyl-2-(4-methyl-piperazine-1-sulfonyl)-10,10-dioxo-10,11-dihydro-5-oxa-10lambda*6*-thia-dibenzo[a,d]cycloheptene-8-carboxylic acid). Reaction SMILES: [Cl:1][C:2]1[C:7]2[O:8][C:9]3[C:18]([CH3:19])=[CH:17][C:16]([C:20]([OH:22])=[O:21])=[CH:15][C:10]=3[S:11](=[O:14])(=[O:13])[CH2:12][C:6]=2[CH:5]=[C:4]([S:23](Cl)(=[O:25])=[O:24])[CH:3]=1.[CH3:27][N:28]1[CH2:33][CH2:32][NH:31][CH2:30][CH2:29]1.O>C(OCC)(=O)C>[Cl:1][C:2]1[C:7]2[O:8][C:9]3[C:18]([CH3:19])=[CH:17][C:16]([C:20]([OH:22])=[O:21])=[CH:15][C:10]=3[S:11](=[O:14])(=[O:13])[CH2:12][C:6]=2[CH:5]=[C:4]([S:23]([N:31]2[CH2:32][CH2:33][N:28]([CH3:27])[CH2:29][CH2:30]2)(=[O:25])=[O:24])[CH:3]=1. Procedure: A mixture of Example 49j (0.2 g, 0.45 mmol) and 1-methyl-piperazine (0.08 mL, 0.9 mmol) in dry ethyl acetate was stirred overnight at 25° C., treated with water and extracted with ethyl acetate. The organic layer was washed with dil aqueous HCl (10%, 50 mL), water, brine, concentrated and purified using flash chromatography (silica gel, methanol/chloroform) to obtain the title compound. Yield: 0.180 g, (80%) 1H NMR (DMSO-d6): δ 2.20 (s, 3H, CH3), 2.30 (s, 4H, CH2), 2.80 (s, 3H, CH3), 3.00 (s, 4H... The reactants are ClC1=C(C=C(C=C1)F)Cl (1,2-dichloro-4-fluorobenzene), N[C@@H]1[C@@H](C2=CC=CC=C2C1)O ((±) cis 2-amino-1-indanol), [H-].[Na+] (sodium hydride). Yields the product Cl.N[C@@H]1[C@@H](C2=CC=CC=C2C1)OC1=CC(=C(C=C1)Cl)Cl ((±) cis 2-Amino-1-(3,4dichlorophenoxy)indane Hydrochloride), hydrochloride salt. As a reaction SMILES: [NH2:1][C@H:2]1[CH2:10][C:9]2[C:4](=[CH:5][CH:6]=[CH:7][CH:8]=2)[C@H:3]1[OH:11].[H-].[Na+].[Cl:14][C:15]1[CH:20]=[CH:19][C:18](F)=[CH:17][C:16]=1[Cl:22]>>[ClH:14].[NH2:1][C@H:2]1[CH2:10][C:9]2[C:4](=[CH:5][CH:6]=[CH:7][CH:8]=2)[C@H:3]1[O:11][C:18]1[CH:19]=[CH:20][C:15]([Cl:14])=[C:16]([Cl:22])[CH:17]=1 |f:1.2,4.5|. Procedure: The title compound was prepared in a similar manner to Example 26 from (±) cis 2-amino-1-indanol (2.24 g, 15.0 mmol), sodium hydride (0.54 g of an 80% dispersion in oil; 18.0 mmol) and 1,2-dichloro-4-fluorobenzene (2.97 g, 18.0 mmol). The crude product was purified by chromatography on silica eluting with 0-4% ethanol in diethyl ether. The resulting light brown oil (3.89 g) was extracted into a mixture of hexane and diethyl ether and treated with ethereal HCl to give the hydrochloride salt. Recr... Procedure: The reaction procedure of Example 11 was followed except that 383 mg of 2-anilino-4H-pyrido[3,2-e]-1,3-thiazin-4-one, 14 mg of lithium hydride and 0.17 ml of butyl iodide were used. As a result, 280 mg of 3-butyl-2-phenylimino-2,3-dihydro-4H-pyrido[3,2-e]-1,3-thiazin-4-one was obtained. The product is C(CCC)N1C(SC2=C(C1=O)C=CC=N2)=NC2=CC=CC=C2 (3-butyl-2-phenylimino-2,3-dihydro-4H-pyrido[3,2-e]-1,3-thiazin-4-one). Reactants: N(C1=CC=CC=C1)C=1SC2=C(C(N1)=O)C=CC=N2 (2-anilino-4H-pyrido[3,2-e]-1,3-thiazin-4-one), [H-].[Li+] (lithium hydride), C(CCC)I (butyl iodide). RXN SMILES: [NH:1]([C:8]1[S:9][C:10]2[N:18]=[CH:17][CH:16]=[CH:15][C:11]=2[C:12](=[O:14])[N:13]=1)[C:2]1[CH:7]=[CH:6][CH:5]=[CH:4][CH:3]=1.[H-].[Li+].[CH2:21](I)[CH2:22][CH2:23][CH3:24]>>[CH2:21]([N:13]1[C:12](=[O:14])[C:11]2[CH:15]=[CH:16][CH:17]=[N:18][C:10]=2[S:9][C:8]1=[N:1][C:2]1[CH:3]=[CH:4][CH:5]=[CH:6][CH:7]=1)[CH2:22][CH2:23][CH3:24] |f:1.2|. Reactants: C[O-].[Na+] (sodium methoxide), mixture, ClC1=CC2=C(N(C(=N2)C=S(=O)=O)CC2=CC3=C(C=C2)OCO3)C=C1 (5-chloro-2-sulfonylmethyl-1-(3,4-methylenedioxybenzyl)benzimidazole), ClC=1C=CC2=C(N(C(=N2)C=S(=O)=O)CC2=CC3=C(C=C2)OCO3)C1 (6-chloro-2-sulfonylmethyl-1-(3,4-methylenedioxybenzyl)benzimidazole). The solvent is CO (methanol). Product: ClC1=CC2=C(N(C(=N2)OC)CC2=CC3=C(C=C2)OCO3)C=C1 (5-Chloro-2-methoxy-1-(3,4-methylenedioxybenzyl)-benzimidazole). As a reaction SMILES: [Cl:1][C:2]1[CH:24]=[CH:23][C:5]2[N:6]([CH2:13][C:14]3[CH:19]=[CH:18][C:17]4[O:20][CH2:21][O:22][C:16]=4[CH:15]=3)[C:7](C=S(=O)=O)=[N:8][C:4]=2[CH:3]=1.ClC1C=CC2N=C(C=S(=O)=O)N(CC3C=C[C:42]4[O:45]COC=4C=3)C=2C=1.C[O-].[Na+]>CO>[Cl:1][C:2]1[CH:24]=[CH:23][C:5]2[N:6]([CH2:13][C:14]3[CH:19]=[CH:18][C:17]4[O:20][CH2:21][O:22][C:16]=4[CH:15]=3)[C:7]([O:45][CH3:42])=[N:8][C:4]=2[CH:3]=1 |f:2.3|. Procedure details: 448 mg of a mixture comprising 5-chloro-2-sulfonylmethyl-1-(3,4-methylenedioxybenzyl)benzimidazole and 6-chloro-2-sulfonylmethyl-1-(3,4-methylenedioxybenzyl)benzimidazole was dissolved in 20 ml of methanol, followed by the addition of 10 ml of 28% sodium methoxide. The obtained mixture was heated under reflux for 1.5 hours, cooled with ice, neutralized with 104 aqueous hydrochlic acid, and extracted with ethyl acetate. The ethyl acetate layer was dried and concentrated in a vacuum. The residue w... As a reaction SMILES: [CH:1]1([N:6]2[CH2:12][C:11]([F:14])([F:13])[C:10](=[O:15])[N:9]([CH3:16])[C:8]3[CH:17]=[N:18][C:19]([NH:21][C:22]4[C:30]([O:31][CH3:32])=[CH:29][C:25]([C:26](O)=[O:27])=[C:24]([F:33])[CH:23]=4)=[N:20][C:7]2=3)[CH2:5][CH2:4][CH2:3][CH2:2]1.[NH2:34][C@@H:35]1[CH2:40][CH2:39][CH2:38][N:37](C(OC(C)(C)C)=O)[CH2:36]1.C(O)(C(F)(F)F)=O>>[CH:1]1([N:6]2[CH2:12][C:11]([F:14])([F:13])[C:10](=[O:15])[N:9]([CH3:16])[C:8]3[CH:17]=[N:18][C:19]([NH:21][C:22]4[C:30]([O:31][CH3:32])=[CH:29][C:25]([C:26]([NH:34][C@@H:35]5[CH2:40][CH2:39][CH2:38][NH:37][CH2:36]5)=[O:27])=[C:24]([F:33])[CH:23]=4)=[N:20][C:7]2=3)[CH2:5][CH2:4][CH2:3][CH2:2]1. The product is C1(CCCC1)N1C2=C(N(C(C(C1)(F)F)=O)C)C=NC(=N2)NC2=CC(=C(C(=O)N[C@H]1CNCCC1)C=C2OC)F ((R)-4-(9-cyclopentyl-7,7-difluoro-5-methyl-6-oxo-6,7,8,9-tetrahydro-5H-pyrimido[4,5-b][1,4]diazepin-2-ylamino)-2-fluoro-5-methoxy-N-(piperidin-3-yl)benzamide). Reactants: C1(CCCC1)N1C2=C(N(C(C(C1)(F)F)=O)C)C=NC(=N2)NC2=CC(=C(C(=O)O)C=C2OC)F (4-(9-cyclopentyl-7,7-difluoro-5-methyl-6-oxo-6,7,8,9-tetrahydro-5H-pyrimido[4,5-b][1,4]diazepin-2-ylamino)-2-fluoro-5-methoxybenzoic acid), N[C@H]1CN(CCC1)C(=O)OC(C)(C)C ((R)-tert-butyl 3-aminopiperidine-1-carboxylate), C(=O)(C(F)(F)F)O (TFA). Procedure details: The title compound was synthesized from 4-(9-cyclopentyl-7,7-difluoro-5-methyl-6-oxo-6,7,8,9-tetrahydro-5H-pyrimido[4,5-b][1,4]diazepin-2-ylamino)-2-fluoro-5-methoxybenzoic acid and (R)-tert-butyl 3-aminopiperidine-1-carboxylate as described in the General procedure for amide bond synthesis. The Boc group was then deprotected using TFA. The final compound was purified by reverse phase HPLC and basified to give the free base. 1H NMR (400 MHz, DMSO-d6) δ ppm 1.47 (m, 3H) 1.61 (m, 9H) 1.99 (s, 3H) ... The reactants are CCO[SiH](OCC)OCC, CC(C)[O-], CC(C)[O-], CC(C)[O-], CC(C)[O-], [Ti+4], O=C(Cc1cccs1)N1CCOCC1. Yields the product C(=CN1CCOCC1)c1cccs1. RXN SMILES: [CH2:15]([O:16][SiH:17]([O:18][CH2:19][CH3:20])[O:21][CH2:22][CH3:23])[CH3:24].[CH3:25][CH:26]([CH3:27])[O-:28].[CH3:30][CH:31]([CH3:32])[O-:33].[CH3:34][CH:35]([CH3:36])[O-:37].[CH3:38][CH:39]([CH3:40])[O-:41].[Ti+4:29].[s:1]1[c:2]([CH2:6][C:7](=[O:8])[N:9]2[CH2:10][CH2:11][O:12][CH2:13][CH2:14]2)[cH:3][cH:4][cH:5]1>>[s:1]1[c:2]([CH:6]=[CH:7][N:9]2[CH2:10][CH2:11][O:12][CH2:13][CH2:14]2)[cH:3][cH:4][cH:5]1.